describe an organic reaction: reactants, conditions, products, and yield From a dataset of the Open Reaction Database (ORD), a public repository of structured organic reaction records. Reactants: CCC1C=C(C)CC(C)CC(OC)C2OC(O)(C(=O)C(=O)N3CCCCC3C(=O)OC(C(C)=CC3CCC(Oc4ccc5[nH]c(C(C)O)cc5c4)C(OC)C3)C(C)C(O)CC1=O)C(C)CC2OC, ClCCCl, ClCCl, CN(C)CC(=O)O, CN(C)c1ccncc1, CCOC(C)=O, Cl. Yields the product CCC1C=C(C)CC(C)CC(OC)C2OC(O)(C(=O)C(=O)N3CCCCC3C(=O)OC(C(C)=CC3CCC(Oc4ccc5[nH]c(C(C)OC(=O)CN(C)C)cc5c4)C(OC)C3)C(C)C(O)CC1=O)C(C)CC2OC. RXN SMILES: [CH2:1]([CH3:2])[CH:3]1[C:4](=[O:68])[CH2:5][CH:6]([OH:67])[CH:7]([CH3:66])[CH:8]([C:42](=[CH:43][CH:44]2[CH2:45][CH:46]([O:63][CH3:64])[CH:47]([O:50][c:51]3[cH:52][c:53]4[cH:54][c:55]([CH:60]([CH3:61])[OH:62])[nH:56][c:57]4[cH:58][cH:59]3)[CH2:48][CH2:49]2)[CH3:65])[O:9][C:10](=[O:41])[CH:11]2[CH2:12][CH2:13][CH2:14][CH2:15][N:16]2[C:17](=[O:40])[C:18](=[O:39])[C:19]2([OH:38])[CH:20]([CH3:37])[CH2:21][CH:22]([O:35][CH3:36])[CH:23]([CH:24]([O:32][CH3:33])[CH2:25][CH:26]([CH3:31])[CH2:27][C:28]([CH3:30])=[CH:29]1)[O:34]2.[CH2:77]([Cl:78])[CH2:79][Cl:80].[CH2:81]([Cl:82])[Cl:83].[CH3:70][N:71]([CH3:72])[CH2:73][C:74]([OH:75])=[O:76].[CH3:84][N:85]([c:86]1[cH:87][cH:88][n:89][cH:90][cH:91]1)[CH3:92].[CH3:93][CH2:94][O:95][C:96](=[O:97])[CH3:98].[ClH:69]>>[CH2:1]([CH3:2])[CH:3]1[C:4](=[O:68])[CH2:5][CH:6]([OH:67])[CH:7]([CH3:66])[CH:8]([C:42](=[CH:43][CH:44]2[CH2:45][CH:46]([O:63][CH3:64])[CH:47]([O:50][c:51]3[cH:52][c:53]4[cH:54][c:55]([CH:60]([CH3:61])[O:62][C:74]([CH2:73][N:71]([CH3:70])[CH3:72])=[O:75])[nH:56][c:57]4[cH:58][cH:59]3)[CH2:48][CH2:49]2)[CH3:65])[O:9][C:10](=[O:41])[CH:11]2[CH2:12][CH2:13][CH2:14][CH2:15][N:16]2[C:17](=[O:40])[C:18](=[O:39])[C:19]2([OH:38])[CH:20]([CH3:37])[CH2:21][CH:22]([O:35][CH3:36])[CH:23]([CH:24]([O:32][CH3:33])[CH2:25][CH:26]([CH3:31])[CH2:27][C:28]([CH3:30])=[CH:29]1)[O:34]2.